This data is from the Open Reaction Database (ORD), a public repository of structured organic reaction records. The task is: describe an organic reaction: reactants, conditions, products, and yield The reactants are [N+](=O)([O-])C1=CC=C2C(C(=O)OC(N2)=O)=C1 (5-nitroisatoic anhydride), C[O-].[Na+] (sodium methoxide), O (water), C1(CC1)C(=O)Cl (Cyclopropanecarbonyl chloride). Solvent: CO (methanol). Conditions: temperature 80 celsius, time 1 hour. Product: COC(C1=C(C=CC(=C1)[N+](=O)[O-])NC(=O)C1CC1)=O (2-(cyclopropanecarbonyl-amino)-5-nitro-benzoic acid methyl ester). Isolated yield 0.1%. As a reaction SMILES: [N+:1]([C:4]1[CH:15]=[C:8]2[C:9]([O:11][C:12](=O)[NH:13][C:7]2=[CH:6][CH:5]=1)=[O:10])([O-:3])=[O:2].C[O-].[Na+].[CH:19]1([C:22](Cl)=[O:23])[CH2:21][CH2:20]1.O>CO>[CH3:12][O:11][C:9](=[O:10])[C:8]1[CH:15]=[C:4]([N+:1]([O-:3])=[O:2])[CH:5]=[CH:6][C:7]=1[NH:13][C:22]([CH:19]1[CH2:21][CH2:20]1)=[O:23] |f:1.2|. Procedure: 5-nitroisatoic anhydride (20.8 g, 0.1 mol) ) was heated to reflux with sodium methoxide (0.5 g, 0.01 mol) in methanol (600 mL). After 1 h, the solvent was evaporated under vacuum and the residue dissolved in 1,2-dichloroethane (400 mL), washed with cold water and dried over MgSO4. Cyclopropanecarbonyl chloride (20.9 g, 0.2 mol) was added to the solution and then heated at 80° C. for 4.5 h. The mixture was allowed to cool and water (200 mL) was added under vigorous stirring. After 0.5 h, the stir... The reactants are crude product, C(CCC)C1CCNCC1 (4-n-Butylpiperidine), O (H2O), BrCCCC#N (4-bromobutyronitrile), C([O-])([O-])=O.[K+].[K+] (potassium carbonate). Solvent: CCCCCCC.CCOC(=O)C (heptane EtOAc), C(C)#N (acetonitrile). Reaction conditions: time 5 hour. Product: C(CCC)C1CCN(CC1)CCCC#N (4-(4-n-Butylpiperidin-1-yl)butanenitrile). The yield is 67.3%. RXN SMILES: [CH2:1]([CH:5]1[CH2:10][CH2:9][NH:8][CH2:7][CH2:6]1)[CH2:2][CH2:3][CH3:4].Br[CH2:12][CH2:13][CH2:14][C:15]#[N:16].C(=O)([O-])[O-].[K+].[K+].O>C(#N)C.CCCCCCC.CCOC(C)=O>[CH2:1]([CH:5]1[CH2:10][CH2:9][N:8]([CH2:12][CH2:13][CH2:14][C:15]#[N:16])[CH2:7][CH2:6]1)[CH2:2][CH2:3][CH3:4] |f:2.3.4,7.8|. Reported procedure: In a 100 mL flask with a magnetic stirrer was placed 3 (2.3 g, 16.4 mmol), 4-bromobutyronitrile (2.4 g, 16.4 mmol), potassium carbonate powder (2.5 g, 18 mmol) in acetonitrile (20 mL). The reaction mixture was stirred at rt for 5 h followed by addition of H2O (15 mL). The mixture was extracted with ethyl acetate (3×30 mL) and the combined organic phases were evaporated to dryness to produce 3.9 of crude 4. The crude product was subjected to CC [eluent:heptane:EtOAc (1:1)] to give pure 4 (2.3 g, ... Procedure details: A mixture containing compound (6) (16.7 g, 41.6 mmol), compound (10) (5.58 g, 48.9 mmol), anhydrous DIEA (20.8 g, 161 mmol, dried over 4 Å sieves), and anhydrous DMF (128 mL) is heated at 70° C. under an atmosphere of argon gas. After heating for 6 h (LC-MS analysis shows ˜7% compound (6) remained), the reaction mixture is cooled to room temperature, diluted with EtOAc (500 mL), and washed with water (500 mL). The aqueous layer is extracted with EtOAc (500 mL), and the combined organic layers ar... The product is N[C@@H](C)[C@H]1CN(CC1)C1=C(C=C2C(C(=C(N(C2=C1OC)C1CC1)S(=O)(=O)C)C(=O)OCC)=O)F (Ethyl 7-((R)-3-((S)-1-aminoethyl)pyrrolidin-1-yl)-1-cyclopropyl-6-fluoro-8-methoxy-2-(methylsulfonyl)-4-oxo-1,4-dihydroquinoline-3-carboxylate). The reactants are C1(CC1)N1C(=C(C(C2=CC(=C(C(=C12)OC)F)F)=O)C(=O)OCC)S(=O)(=O)C (Ethyl 1-cyclopropyl-6,7-difluoro-2-methanesulfonyl-8-methoxy-4-oxo-1,4-dihydroquinoline-3-carboxylate), compound ( 10 ), CCN(C(C)C)C(C)C (DIEA), CN(C)C=O (DMF), C1(CC1)N1C(=C(C(C2=CC(=C(C(=C12)OC)F)F)=O)C(=O)OCC)S(=O)(=O)C (Ethyl 1-cyclopropyl-6,7-difluoro-2-methanesulfonyl-8-methoxy-4-oxo-1,4-dihydroquinoline-3-carboxylate), CCOC(=O)C (EtOAc). As a reaction SMILES: [CH:1]1([N:4]2[C:13]3[C:8](=[CH:9][C:10]([F:17])=[C:11](F)[C:12]=3[O:14][CH3:15])[C:7](=[O:18])[C:6]([C:19]([O:21][CH2:22][CH3:23])=[O:20])=[C:5]2[S:24]([CH3:27])(=[O:26])=[O:25])[CH2:3][CH2:2]1.CC[N:30]([CH:34]([CH3:36])C)[CH:31]([CH3:33])C.C[N:38]([CH:40]=O)C.[CH3:42]COC(C)=O>>[NH2:38][C@H:40]([C@@H:36]1[CH2:33][CH2:31][N:30]([C:11]2[C:12]([O:14][CH3:15])=[C:13]3[C:8]([C:7](=[O:18])[C:6]([C:19]([O:21][CH2:22][CH3:23])=[O:20])=[C:5]([S:24]([CH3:27])(=[O:25])=[O:26])[N:4]3[CH:1]3[CH2:2][CH2:3]3)=[CH:9][C:10]=2[F:17])[CH2:34]1)[CH3:42]. Reaction conditions: temperature 70 celsius.